Dataset: the Open Reaction Database (ORD), a public repository of structured organic reaction records. Task: describe an organic reaction: reactants, conditions, products, and yield The reactants are CC(=O)N(C)c1c(N(C)C)cc(C(O)CS(C)(=O)=O)cc1N(C)C, CS(C)=O, N#CCCNc1ccccc1. Product: CC(=O)N(C)c1c(N(C)C)cc(CC(C#N)=CNc2ccccc2)cc1N(C)C. RXN SMILES: [CH3:1][N:2]([c:3]1[c:4]([N:5]([C:6]([CH3:7])=[O:8])[CH3:9])[c:10]([N:21]([CH3:22])[CH3:23])[cH:11][c:12]([CH:14]([OH:15])[CH2:16][S:17]([CH3:18])(=[O:19])=[O:20])[cH:13]1)[CH3:24].[CH3:36][S:37]([CH3:38])=[O:39].[NH:25]([c:26]1[cH:27][cH:28][cH:29][cH:30][cH:31]1)[CH2:32][CH2:33][C:34]#[N:35]>>[CH3:1][N:2]([c:3]1[c:4]([N:5]([C:6]([CH3:7])=[O:8])[CH3:9])[c:10]([N:21]([CH3:22])[CH3:23])[cH:11][c:12]([CH2:14][C:33](=[CH:32][NH:25][c:26]2[cH:27][cH:28][cH:29][cH:30][cH:31]2)[C:34]#[N:35])[cH:13]1)[CH3:24]. Reactants: C1(\C=C/C(=O)O1)=O (maleic anhydride), NC1=CC=C(C=C1)/C(/C(=O)O)=C/C(=O)N (p-aminophenyl maleamic acid). Solvent: C(Cl)(Cl)Cl (chloroform). Product: C(=O)(O)C1=CC=C(C=C1)/C(/C(=O)O)=C/C(=O)N ((4-carboxyphenyl)maleamic acid), solid.14. Isolated yield 99.0%. As a reaction SMILES: C1(=O)[O:6][C:4](=[O:5])C=C1.N[C:9]1[CH:14]=[CH:13][C:12](/[C:15](=[CH:19]/[C:20]([NH2:22])=[O:21])/[C:16]([OH:18])=[O:17])=[CH:11][CH:10]=1>C(Cl)(Cl)Cl>[C:4]([C:9]1[CH:14]=[CH:13][C:12](/[C:15](=[CH:19]/[C:20]([NH2:22])=[O:21])/[C:16]([OH:18])=[O:17])=[CH:11][CH:10]=1)([OH:6])=[O:5]. Procedure details: To a mixture of maleic anhydride (5.0 g. 50.9 mmol) in chloroform (100 ml) was added p-aminophenyl maleamic acid (6.99 g, 50.9 mmol). The resulting mixture was heated to reflux for 3 h. The solution was then cooled and a precipitate formed. The precipitate was filtered, washed with ethyl acetate and dried, to give 2N-(4-carboxyphenyl)maleamic acid (99%) as a solid.14 mp: 218-220° C. 1H NMR (DMSO-d6): δ 6.30 (d, J=12.0 Hz, 1H), 6.47 (d, J=1.20 Hz, 1H), 7.71 (d, J=8.4 Hz, 2H), 7.88 (d, J=8.8 Hz, 2...